Dataset: the Open Reaction Database (ORD), a public repository of structured organic reaction records. Task: describe an organic reaction: reactants, conditions, products, and yield Reactants: C(CCCCCCC)O (n-octanol), CCCCCC (hexane), C(CCCCCC=C)=O (7-octen-1-al). As a reaction SMILES: [CH2:1]([OH:9])[CH2:2][CH2:3][CH2:4][CH2:5][CH2:6][CH2:7][CH3:8].[CH:10](=[O:18])[CH2:11]CCCCC=C.[CH3:19][CH2:20][CH2:21][CH2:22][CH2:23][CH3:24]>>[CH:10](=[O:18])[CH2:8][CH2:7][CH2:6][CH2:5][CH2:4][CH2:3][CH2:2][CH:1]=[O:9].[CH3:19][CH:20]([CH2:21][CH2:22][CH2:23][CH2:24][CH2:11][CH:10]=[O:18])[CH:1]=[O:9]. The product is C(CCCCCCCC=O)=O (1,9-nonanedial), CC(C=O)CCCCCC=O (2-methyl-1,8-octanedial). Procedure: A one-liter stainless steel autoclave equipped with thermometer, magnetic stirrer, gas inlet and gas outlet was charged with 0.125 millimole of Rh4 (CO)12, 50 millimoles of sodium m-(diphenylphosphino)benzenesulfonate, 250 ml of water and 250 ml of sulfolane, and then purged well with a hydrogen-carbon monoxide gaseous mixture (mole ratio 2/1). The contents were heated to 75° C. while maintaining the pressure within the autoclave at 10 atmospheres with the same gaseous mixture and the rate of fl... Conditions: temperature 30 celsius, time 10 minute. The reactants are O=C([O-])[O-], COc1cc2c(Cl)ncnc2cc1OCCCS(C)(=O)=O, [K+], [K+], CN(C)C=O, Oc1ccc2[nH]c(C(F)(F)F)cc2c1. Yields the product COc1cc2c(Oc3ccc4[nH]c(C(F)(F)F)cc4c3)ncnc2cc1OCCCS(C)(=O)=O. As a reaction SMILES: [C:36](=[O:37])([O-:38])[O-:39].[Cl:1][c:2]1[n:3][cH:4][n:5][c:6]2[cH:7][c:8]([O:14][CH2:15][CH2:16][CH2:17][S:18](=[O:19])(=[O:20])[CH3:21])[c:9]([O:12][CH3:13])[cH:10][c:11]12.[K+:40].[K+:41].[O:42]=[CH:43][N:44]([CH3:45])[CH3:46].[OH:22][c:23]1[cH:24][c:25]2[cH:26][c:27]([C:32]([F:33])([F:34])[F:35])[nH:28][c:29]2[cH:30][cH:31]1>>[c:2]1([O:22][c:23]2[cH:24][c:25]3[cH:26][c:27]([C:32]([F:33])([F:34])[F:35])[nH:28][c:29]3[cH:30][cH:31]2)[n:3][cH:4][n:5][c:6]2[cH:7][c:8]([O:14][CH2:15][CH2:16][CH2:17][S:18](=[O:19])(=[O:20])[CH3:21])[c:9]([O:12][CH3:13])[cH:10][c:11]12. The reactants are Cc1cc(C2(O)C(=O)Nc3ccccc32)cc(C)c1O[Si](C)(C)C(C)(C)C, CCOC(C)=O, CC(=O)[O-], CC(=O)[O-], ClCCl, ClCCl, [Cu+2], Cc1cccc(B(O)O)c1, c1ccncc1. Product: Cc1cccc(N2C(=O)C(O)(c3cc(C)c(O[Si](C)(C)C(C)(C)C)c(C)c3)c3ccccc32)c1. RXN SMILES: [C:1]([CH3:2])([CH3:3])([CH3:4])[Si:5]([O:6][c:7]1[c:8]([CH3:25])[cH:9][c:10]([C:14]2([OH:24])[C:15](=[O:23])[NH:16][c:17]3[cH:18][cH:19][cH:20][cH:21][c:22]32)[cH:11][c:12]1[CH3:13])([CH3:26])[CH3:27].[C:47]([O:48][CH2:49][CH3:50])(=[O:51])[CH3:52].[C:56]([O-:57])(=[O:58])[CH3:59].[C:61]([O-:62])(=[O:63])[CH3:64].[Cl:44][CH2:45][Cl:46].[Cl:53][CH2:54][Cl:55].[Cu+2:60].[c:28]1([CH3:37])[cH:29][c:30]([B:34]([OH:35])[OH:36])[cH:31][cH:32][cH:33]1.[cH:38]1[cH:39][cH:40][n:41][cH:42][cH:43]1>>[C:1]([CH3:2])([CH3:3])([CH3:4])[Si:5]([O:6][c:7]1[c:8]([CH3:25])[cH:9][c:10]([C:14]2([OH:24])[C:15](=[O:23])[N:16]([c:30]3[cH:29][c:28]([CH3:37])[cH:33][cH:32][cH:31]3)[c:17]3[cH:18][cH:19][cH:20][cH:21][c:22]32)[cH:11][c:12]1[CH3:13])([CH3:26])[CH3:27].